Dataset: the Open Reaction Database (ORD), a public repository of structured organic reaction records. Task: describe an organic reaction: reactants, conditions, products, and yield Starting materials: O=C([O-])[O-], O=C(Cl)OCc1ccccc1, CC(C)(N)C#N, [Na+], [Na+], O. Product: CC(C)(C#N)NC(=O)OCc1ccccc1. Reaction SMILES: [C:7](=[O:8])([O-:9])[O-:10].[CH2:13]([c:14]1[cH:15][cH:16][cH:17][cH:18][cH:19]1)[O:20][C:21](=[O:22])[Cl:23].[NH2:1][C:2]([C:3]#[N:4])([CH3:5])[CH3:6].[Na+:11].[Na+:12].[OH2:24]>>[NH:1]([C:2]([C:3]#[N:4])([CH3:5])[CH3:6])[C:21]([O:20][CH2:13][c:14]1[cH:15][cH:16][cH:17][cH:18][cH:19]1)=[O:22]. Reactants: BrCCC=C1c2ccccc2CCc2ccccc21, O=C([O-])[O-], CCOC(C)=O, OC1(c2ccc(Cl)cc2)CCNCC1, [I-], [K+], [K+], [K+], CN(C)C=O, O. The product is OC1(c2ccc(Cl)cc2)CCN(CCC=C2c3ccccc3CCc3ccccc32)CC1. RXN SMILES: [Br:1][CH2:2][CH2:3][CH:4]=[C:5]1[c:6]2[c:7]([cH:16][cH:17][cH:18][cH:19]2)[CH2:8][CH2:9][c:10]2[c:11]1[cH:12][cH:13][cH:14][cH:15]2.[C:34](=[O:35])([O-:36])[O-:37].[CH3:47][CH2:48][O:49][C:50](=[O:51])[CH3:52].[Cl:20][c:21]1[cH:22][cH:23][c:24]([C:27]2([OH:33])[CH2:28][CH2:29][NH:30][CH2:31][CH2:32]2)[cH:25][cH:26]1.[I-:41].[K+:38].[K+:39].[K+:40].[O:42]=[CH:43][N:44]([CH3:45])[CH3:46].[OH2:53]>>[CH2:2]([CH2:3][CH:4]=[C:5]1[c:6]2[c:7]([cH:16][cH:17][cH:18][cH:19]2)[CH2:8][CH2:9][c:10]2[c:11]1[cH:12][cH:13][cH:14][cH:15]2)[N:30]1[CH2:29][CH2:28][C:27]([c:24]2[cH:23][cH:22][c:21]([Cl:20])[cH:26][cH:25]2)([OH:33])[CH2:32][CH2:31]1. Starting materials: C(C)OC(COC1=C(C2=C(C(=NO2)C2=C(C=CC=C2)F)C=C1)Cl)=O (ethyl{[7-chloro-3-(2-fluorophenyl)-1,2-benzisoxazol-6-yl]oxy}acetate), [OH-].[Na+] (sodium hydroxide). Solvent: C(C)O (ethyl alcohol). Yields the product ClC1=C(C=CC=2C(=NOC21)C2=C(C=CC=C2)F)OCC(=O)O ({[7-chloro-3-(2-fluorophenyl)-1,2-benzisoxazol-6-yl]oxy}acetic acid). RXN SMILES: C([O:3][C:4](=[O:24])[CH2:5][O:6][C:7]1[CH:22]=[CH:21][C:10]2[C:11]([C:14]3[CH:19]=[CH:18][CH:17]=[CH:16][C:15]=3[F:20])=[N:12][O:13][C:9]=2[C:8]=1[Cl:23])C.[OH-].[Na+]>C(O)C>[Cl:23][C:8]1[C:9]2[O:13][N:12]=[C:11]([C:14]3[CH:19]=[CH:18][CH:17]=[CH:16][C:15]=3[F:20])[C:10]=2[CH:21]=[CH:22][C:7]=1[O:6][CH2:5][C:4]([OH:24])=[O:3] |f:1.2|. Procedure details: A mixture of 10.0 g of ethyl{[7-chloro-3-(2-fluorophenyl)-1,2-benzisoxazol-6-yl]oxy}acetate, 100 ml of 10% sodium hydroxide, and 350 ml of ethyl alcohol is refluxed for 3.5 hours. Thereafter, the ethyl alcohol is removed under vacuum and the residue is acidified with a 5% hydrochloric acid solution effecting a solid precipitate. The precipitate is collected by filtration and dried. The dried product is recrystallized from 95% ethyl alcohol to yield the product {[7-chloro-3-(2-fluorophenyl)-1,2-b...